This data is from the Open Reaction Database (ORD), a public repository of structured organic reaction records. The task is: describe an organic reaction: reactants, conditions, products, and yield The reactants are OC=C1C(C2=CC(=CC=C2C1)C)=O (2-hydroxymethylene-6-methyl-1-indanone), N(N)CC(C)O ((RS)-1-hydrazino-2-propanol), O (water), C1(=CC=CC=C1)C (toluene). The reagents and catalysts are C1(=CC=C(C=C1)S(=O)(=O)O)C (p-toluenesulfonic acid). Yields the product CC1=C2C=C3N(N=CC3=C2CC=C1)CC(C)O ((RS)-1-(7-methyl-1,4-dihydro-indeno[2,1-c]pyrazol-1-yl)-propan-2-ol). Isolated yield 93.0%. RXN SMILES: O[CH:2]=[C:3]1CC2[C:5](=CC(C)=CC=2)[C:4]1=O.[NH:14]([CH2:16][CH:17]([OH:19])[CH3:18])[NH2:15].O.[C:21]1([CH3:27])[CH:26]=[CH:25][CH:24]=[CH:23][CH:22]=1>C1(C)C=CC(S(O)(=O)=O)=CC=1>[CH3:27][C:21]1[CH:26]=[CH:25][CH2:24][C:23]2[C:22]=1[CH:2]=[C:3]1[C:4]=2[CH:5]=[N:15][N:14]1[CH2:16][CH:17]([OH:19])[CH3:18]. Procedure details: A solution of 1.4 g (8.04 mmol) of 2-hydroxymethylene-6-methyl-1-indanone, 0.87 g (9.65 mmol) of (RS)-1-hydrazino-2-propanol and 100 mg of p-toluenesulfonic acid in 100 ml of anhydrous toluene was heated on a water separator for 2 hours. After concentration in a vacuum, the reaction mixture was purified by column chromatography on silica gel (ethyl acetate/hexane 4:1). 1.7 g (93%) of (RS)-1-(7-methyl-1,4-dihydro-indeno[2,1-c]pyrazol-1-yl)-propan-2-ol were obtained as a yellow oil which was used ... Starting materials: O[C@H]1[C@H](O)[C@@H](O)[C@@H](O)[C@H](O1)CO (β-D-galactose), C(CCCCCC)N (heptylamine), O (water). The product is C(CCCCCC)NC1[C@H](O)[C@@H](O)[C@@H](O)[C@H](O1)CO (N-heptyl galactosylamine). Yield: 87.0%. As a reaction SMILES: O[C@@H:2]1[O:10][C@H:9]([CH2:11][OH:12])[C@H:7]([OH:8])[C@H:5]([OH:6])[C@H:3]1[OH:4].[CH2:13]([NH2:20])[CH2:14][CH2:15][CH2:16][CH2:17][CH2:18][CH3:19].O>>[CH2:13]([NH:20][CH:2]1[O:10][C@H:9]([CH2:11][OH:12])[C@H:7]([OH:8])[C@H:5]([OH:6])[C@H:3]1[OH:4])[CH2:14][CH2:15][CH2:16][CH2:17][CH2:18][CH3:19]. Procedure: β-D-galactose (10 g, 1 eq), heptylamine (7.7 g, 1 eq) and water (2 g, 3 eq) were heated in a reaction flask at 80° C. for about 15 minutes. The sample was filtered and washed as described for the decyl derivative to give an 87% yield. Starting materials: ClC=1C=C(C=CC1)N1C(C(C2=CC=CC=C12)=CN(C)C)=O (1-(3-Chlorophenyl)-3-(dimethylaminomethylene)-2(1H,3H)-indolone), N1CCOCC1 (morpholine), N1CCOCC1 (morpholine). Run in C(C)O (ethanol). Conditions: time 18 hour. Yields the product ClC=1C=C(C=CC1)N1C(C(C2=CC=CC=C12)=CN1CCOCC1)=O (1-(3-Chlorophenyl)-3-(morpholinomethylene)-2(1H,3H)-indolone). RXN SMILES: [Cl:1][C:2]1[CH:3]=[C:4]([N:8]2[C:16]3[C:11](=[CH:12][CH:13]=[CH:14][CH:15]=3)[C:10](=[CH:17][N:18]([CH3:20])[CH3:19])[C:9]2=[O:21])[CH:5]=[CH:6][CH:7]=1.N1C[CH2:26][O:25][CH2:24]C1>C(O)C>[Cl:1][C:2]1[CH:3]=[C:4]([N:8]2[C:16]3[C:11](=[CH:12][CH:13]=[CH:14][CH:15]=3)[C:10](=[CH:17][N:18]3[CH2:19][CH2:26][O:25][CH2:24][CH2:20]3)[C:9]2=[O:21])[CH:5]=[CH:6][CH:7]=1. Procedure: Title product of Example A3 (0.3 g, 1.0 mmole), morpholine (0.45 ml, 5 mmole) and ethanol (10 ml) were combined and stirred 18 hours at 25°. Additional morpholine (2 ml) was added and the mixture refluxed 4 hours. The reaction mixture was evaporated in vacuo to an oil, chromatographed on silica gel (4.5 cm×18 cm) eluting with ethyl acetate, initially isolating purified title product as an oil which crystallized on standing under ether/pentane, 0.27 g; m.p. 130°-132.5° C. Reactants: CC(=O)O, CO, CCN, C=Cc1cnccn1, [Na+], [OH-], O. Product: CCNCCc1cnccn1. As a reaction SMILES: [CH3:12][C:13](=[O:14])[OH:15].[CH3:19][OH:20].[CH3:9][CH2:10][NH2:11].[CH:1](=[CH2:2])[c:3]1[n:4][cH:5][cH:6][n:7][cH:8]1.[Na+:17].[OH-:16].[OH2:18]>>[CH2:1]([CH2:2][NH:11][CH2:10][CH3:9])[c:3]1[n:4][cH:5][cH:6][n:7][cH:8]1. Starting materials: Cl.ClC=1C=C(C=C(C1)Cl)N(C(=O)C1=C(N2C(=NCCC2)S1)CCC)CCC(=O)OCC (N-(3,5-Dichlorophenyl)-N-(2-ethoxycarbonylethyl)-3-propyl-6,7-dihydro-5H-thiazolo[3,2-a]pyrimidine-2-carboxamide hydrochloride), Cl (hydrochloric acid). Conditions: temperature 90 celsius, time 1 hour. Yields the product Cl.ClC=1C=C(C=C(C1)Cl)N(C(=O)C1=C(N2C(=NCCC2)S1)CCC)CCC(=O)O (N-(3,5-Dichlorophenyl)-N-(2-carboxyethyl)-3-propyl-6,7-dihydro-5H-thiazolo[3,2-a]pyrimidine-2-carboxamide hydrochloride). Yield: 161.9%. As a reaction SMILES: Cl.[Cl:2][C:3]1[CH:4]=[C:5]([N:10]([CH2:25][CH2:26][C:27]([O:29]CC)=[O:28])[C:11]([C:13]2[S:21][C:16]3=[N:17][CH2:18][CH2:19][CH2:20][N:15]3[C:14]=2[CH2:22][CH2:23][CH3:24])=[O:12])[CH:6]=[C:7]([Cl:9])[CH:8]=1.Cl>>[ClH:2].[Cl:9][C:7]1[CH:6]=[C:5]([N:10]([CH2:25][CH2:26][C:27]([OH:29])=[O:28])[C:11]([C:13]2[S:21][C:16]3=[N:17][CH2:18][CH2:19][CH2:20][N:15]3[C:14]=2[CH2:22][CH2:23][CH3:24])=[O:12])[CH:4]=[C:3]([Cl:2])[CH:8]=1 |f:0.1,3.4|. Procedure details: To 54.8 mg of N-(3,5-dichlorophenyl)-N-(2-ethoxycarbonylethyl)-3-propyl-6,7-dihydro-5H-thiazolo[3,2-a]-pyrimidine-2-carboxamide hydrochloride obtained in Example 57 was added 5 ml of concentrated hydrochloric acid, followed by stirring at 90° C. for 1 hour. After cooling, the solvent was removed under reduced pressure. The residue was suspended in isopropanol and to the suspension was added diethylether. The formed powder was collected by filtration. This powder was recrystallized from a mixed s... Reactants: CCCCP(CCCC)CCCC, CCOC(=O)C(Cc1ccc(O)cc1)OCC, O=C(N=NC(=O)N1CCCCC1)N1CCCCC1, OCC=C(c1ccc(-c2ccccc2)cc1)c1ccc(-c2ccccc2)cc1. Yields the product CCOC(=O)C(Cc1ccc(OCC=C(c2ccc(-c3ccccc3)cc2)c2ccc(-c3ccccc3)cc2)cc1)OCC. As a reaction SMILES: [CH2:29]([P:30]([CH2:31][CH2:32][CH2:33][CH3:34])[CH2:35][CH2:36][CH2:37][CH3:38])[CH2:39][CH2:40][CH3:41].[CH2:42]([CH3:43])[O:44][C:45]([CH:46]([CH2:47][c:48]1[cH:49][cH:50][c:51]([OH:54])[cH:52][cH:53]1)[O:55][CH2:56][CH3:57])=[O:58].[N:59]([C:60]([N:61]1[CH2:62][CH2:63][CH2:64][CH2:65][CH2:66]1)=[O:67])=[N:68][C:69]([N:70]1[CH2:71][CH2:72][CH2:73][CH2:74][CH2:75]1)=[O:76].[c:1]1(-[c:23]2[cH:24][cH:25][cH:26][cH:27][cH:28]2)[cH:2][cH:3][c:4]([C:7](=[CH:8][CH2:9][OH:10])[c:11]2[cH:12][cH:13][c:14](-[c:17]3[cH:18][cH:19][cH:20][cH:21][cH:22]3)[cH:15][cH:16]2)[cH:5][cH:6]1>>[c:1]1(-[c:23]2[cH:24][cH:25][cH:26][cH:27][cH:28]2)[cH:2][cH:3][c:4]([C:7](=[CH:8][CH2:9][O:10][c:51]2[cH:50][cH:49][c:48]([CH2:47][CH:46]([C:45]([O:44][CH2:42][CH3:43])=[O:58])[O:55][CH2:56][CH3:57])[cH:53][cH:52]2)[c:11]2[cH:12][cH:13][c:14](-[c:17]3[cH:18][cH:19][cH:20][cH:21][cH:22]3)[cH:15][cH:16]2)[cH:5][cH:6]1.